This data is from the Open Reaction Database (ORD), a public repository of structured organic reaction records. The task is: describe an organic reaction: reactants, conditions, products, and yield Reactants: CC[Zn]CC, CCCCCC, ClCCl, C=CC(O)c1c(F)ccc(F)c1Cl, ICI. Yields the product OC(c1c(F)ccc(F)c1Cl)C1CC1. Reaction SMILES: [CH2:1]([Zn:2][CH2:3][CH3:4])[CH3:5].[CH3:22][CH2:23][CH2:24][CH2:25][CH2:26][CH3:27].[Cl:28][CH2:29][Cl:30].[Cl:9][c:10]1[c:11]([CH:18]([CH:19]=[CH2:20])[OH:21])[c:12]([F:17])[cH:13][cH:14][c:15]1[F:16].[I:6][CH2:7][I:8]>>[CH2:1]1[CH:19]([CH:18]([c:11]2[c:10]([Cl:9])[c:15]([F:16])[cH:14][cH:13][c:12]2[F:17])[OH:21])[CH2:20]1. Reactants: [OH-].[Na+] (sodium hydroxide), COC(CC1=C(C=C(C=C1)C1=C(C=C(C=C1)C(CC)(C1=CC(=C(C=C1)\C=C\C(C(F)(F)F)(C(F)(F)F)O)C)CC)C)Cl)=O ((3-chloro-4′-{1-ethyl-1-[3-methyl-4-((E)-4,4,4-trifluoro-3-hydroxy-3-trifluoromethyl-1-butenyl)-phenyl]-propyl}-2′-methyl-biphenyl-4-yl)acetic acid methyl ester). Run in CO.O1CCCC1 (methanol tetrahydrofuran). Run at temperature 60 celsius, time 1 hour. Yields the product ClC=1C=C(C=CC1CC(=O)O)C1=C(C=C(C=C1)C(CC)(C1=CC(=C(C=C1)\C=C\C(C(F)(F)F)(C(F)(F)F)O)C)CC)C ((3-chloro-4′-{1-ethyl-1-[3-methyl-4-((E)-4,4,4-trifluoro-3-hydroxy-3-trifluoromethyl-1-butenyl)-phenyl]-propyl}-2′-methyl-biphenyl-4-yl)-acetic Acid). Yield: 54.4%. Reaction SMILES: [OH-].[Na+].C[O:4][C:5](=[O:45])[CH2:6][C:7]1[CH:12]=[CH:11][C:10]([C:13]2[CH:18]=[CH:17][C:16]([C:19]([CH2:41][CH3:42])([C:22]3[CH:27]=[CH:26][C:25](/[CH:28]=[CH:29]/[C:30]([OH:39])([C:35]([F:38])([F:37])[F:36])[C:31]([F:34])([F:33])[F:32])=[C:24]([CH3:40])[CH:23]=3)[CH2:20][CH3:21])=[CH:15][C:14]=2[CH3:43])=[CH:9][C:8]=1[Cl:44]>CO.O1CCCC1>[Cl:44][C:8]1[CH:9]=[C:10]([C:13]2[CH:18]=[CH:17][C:16]([C:19]([CH2:41][CH3:42])([C:22]3[CH:27]=[CH:26][C:25](/[CH:28]=[CH:29]/[C:30]([OH:39])([C:31]([F:32])([F:33])[F:34])[C:35]([F:37])([F:38])[F:36])=[C:24]([CH3:40])[CH:23]=3)[CH2:20][CH3:21])=[CH:15][C:14]=2[CH3:43])[CH:11]=[CH:12][C:7]=1[CH2:6][C:5]([OH:45])=[O:4] |f:0.1,3.4|. Procedure: A 1 N sodium hydroxide aqueous solution (0.019 mL, 0.019 mmol) was added to a solution of (3-chloro-4′-{1-ethyl-1-[3-methyl-4-((E)-4,4,4-trifluoro-3-hydroxy-3-trifluoromethyl-1-butenyl)-phenyl]-propyl}-2′-methyl-biphenyl-4-yl)acetic acid methyl ester (Example 73-(1); 3.9 mg, 0.006 mmol) in methanol-tetrahydrofuran (1:1, 1 mL), and the mixture was stirred at 60° C. for one hour. Then, the reaction mixture was concentrated under reduced pressure. The resulting residue was purified by silica gel ch... Starting materials: CI, C[Si](C)(C)CCOCn1ccc2c(Nc3ccc([N+](=O)[O-])cc3F)ccnc21, [H-], [Na+], O. Product: CN(c1ccc([N+](=O)[O-])cc1F)c1ccnc2c1ccn2COCC[Si](C)(C)C. As a reaction SMILES: [CH3:31][I:32].[F:1][c:2]1[c:3]([NH:11][c:12]2[c:13]3[c:14]([n:15][cH:16][cH:17]2)[n:18]([CH2:21][O:22][CH2:23][CH2:24][Si:25]([CH3:26])([CH3:27])[CH3:28])[cH:19][cH:20]3)[cH:4][cH:5][c:6]([N+:8](=[O:9])[O-:10])[cH:7]1.[H-:29].[Na+:30].[OH2:33]>>[F:1][c:2]1[c:3]([N:11]([c:12]2[c:13]3[c:14]([n:15][cH:16][cH:17]2)[n:18]([CH2:21][O:22][CH2:23][CH2:24][Si:25]([CH3:26])([CH3:27])[CH3:28])[cH:19][cH:20]3)[CH3:31])[cH:4][cH:5][c:6]([N+:8](=[O:9])[O-:10])[cH:7]1. The reactants are BrC=1C=C(C=C(C1)OC)NCCNCC1=CC(=C(C=C1)OC)OC (N-(3-bromo-5-methoxyphenyl)-N'-[(3,4-dimethoxyphenyl)methyl]-1,2-ethanediamine), BrC(C(=O)N)CBr (2,3-dibromopropanamide). Reported procedure: In a manner similar to Preparation 1, react N-(3-bromo-5-methoxyphenyl)-N'-[(3,4-dimethoxyphenyl)methyl]-1,2-ethanediamine with 2,3-dibromopropanamide to obtain the title compound. Yields the product BrC=1C=C(C=C(C1)OC)N1CC(N(CC1)CC1=CC(=C(C=C1)OC)OC)C(=O)N (4-(3-Bromo-5-methoxyphenyl)-1-[(3,4-dimethoxyphenyl)methyl]-2-piperazinecarboxamide). As a reaction SMILES: [Br:1][C:2]1[CH:3]=[C:4]([NH:10][CH2:11][CH2:12][NH:13][CH2:14][C:15]2[CH:20]=[CH:19][C:18]([O:21][CH3:22])=[C:17]([O:23][CH3:24])[CH:16]=2)[CH:5]=[C:6]([O:8][CH3:9])[CH:7]=1.Br[CH:26]([CH2:30]Br)[C:27]([NH2:29])=[O:28]>>[Br:1][C:2]1[CH:3]=[C:4]([N:10]2[CH2:11][CH2:12][N:13]([CH2:14][C:15]3[CH:20]=[CH:19][C:18]([O:21][CH3:22])=[C:17]([O:23][CH3:24])[CH:16]=3)[CH:26]([C:27]([NH2:29])=[O:28])[CH2:30]2)[CH:5]=[C:6]([O:8][CH3:9])[CH:7]=1. Reactants: C1(=CC=C(C=C1)C1=CC2=C(N(C(=N2)OC2CCC(CC2)C(=O)OCC)COCC[Si](C)(C)C)C=C1Cl)C1=CC=CC=C1 (ethyl 4-{[5-(biphenyl-4-yl)-6-chloro-1-{[2-(trimethylsilyl)ethoxy]methyl}-1H-benzimidazol-2-yl]oxy}cyclohexanecarboxylate), CCCC[N+](CCCC)(CCCC)CCCC.[F-] (TBAF). Run in C1CCOC1 (THF). Reaction conditions: temperature 80 celsius. Yields the product C1(=CC=C(C=C1)C1=CC2=C(NC(=N2)OC2CCC(CC2)C(=O)O)C=C1Cl)C1=CC=CC=C1 (4-{[5-(biphenyl-4-yl)-6-chloro-1H-benzimidazol-2-yl]oxy}cyclohexane-carboxylic Acid). As a reaction SMILES: [C:1]1([C:37]2[CH:42]=[CH:41][CH:40]=[CH:39][CH:38]=2)[CH:6]=[CH:5][C:4]([C:7]2[C:35]([Cl:36])=[CH:34][C:10]3[N:11](COCC[Si](C)(C)C)[C:12]([O:14][CH:15]4[CH2:20][CH2:19][CH:18]([C:21]([O:23]CC)=[O:22])[CH2:17][CH2:16]4)=[N:13][C:9]=3[CH:8]=2)=[CH:3][CH:2]=1.CCCC[N+](CCCC)(CCCC)CCCC.[F-]>C1COCC1>[C:1]1([C:37]2[CH:38]=[CH:39][CH:40]=[CH:41][CH:42]=2)[CH:2]=[CH:3][C:4]([C:7]2[C:35]([Cl:36])=[CH:34][C:10]3[NH:11][C:12]([O:14][CH:15]4[CH2:20][CH2:19][CH:18]([C:21]([OH:23])=[O:22])[CH2:17][CH2:16]4)=[N:13][C:9]=3[CH:8]=2)=[CH:5][CH:6]=1 |f:1.2|. Procedure: To a solution of ethyl 4-{[5-(biphenyl-4-yl)-6-chloro-1-{[2-(trimethylsilyl)ethoxy]methyl}-1H-benzimidazol-2-yl]oxy}cyclohexanecarboxylate (0.075 g, 0.124 mmol) in 2 mL of THF was added TBAF (0.750 mL, 0.750 mmol) dropwise via syringe. The reaction was heated at 80° C. of 2 h, and then the volatiles were removed. The resulting crude ester was dissolved in 4 mL of MeOH and treated with 1 mL of 2.5 N NaOH. The reaction was heated at 45° C. for 1.5 h, and then concentrated. The resulting residue wa... Reactants: C(C1=CC=CC=C1)OC=1C=C2C3C(C(OC2=CC1)(C)C)O3 (6-benzyloxy-2,2-dimethyl-3,4-epoxychroman), CS(=O)C (DMSO), CCS(=O)(=O)N (methyl-methanesulfonamide), [H-].[Na+] (sodium hydride), CS(=O)C (DMSO), CS(=O)C (DMSO), O (water). Run at time 30 minute. The product is C(C1=CC=CC=C1)OC=1C=C2C(C(C(OC2=CC1)(C)C)O)N(S(=O)(=O)C)C (N-(6-benzyloxy-3-hydroxy-2,2-dimethylchroman-4-yl)-N-methyl-methanesulfonamide). RXN SMILES: C[CH2:2][S:3]([NH2:6])(=[O:5])=[O:4].[H-].[Na+].[CH2:9]([O:16][C:17]1[CH:18]=[C:19]2[C:24](=[CH:25][CH:26]=1)[O:23][C:22]([CH3:28])([CH3:27])[CH:21]1[O:29][CH:20]21)[C:10]1[CH:15]=[CH:14][CH:13]=[CH:12][CH:11]=1.O.[CH3:31]S(C)=O>>[CH2:9]([O:16][C:17]1[CH:18]=[C:19]2[C:24](=[CH:25][CH:26]=1)[O:23][C:22]([CH3:28])([CH3:27])[CH:21]([OH:29])[CH:20]2[N:6]([CH3:31])[S:3]([CH3:2])(=[O:5])=[O:4])[C:10]1[CH:15]=[CH:14][CH:13]=[CH:12][CH:11]=1 |f:1.2|. Procedure details: 4.25 g (39 mmol) of methyl-methanesulfonamide in 7.5 ml of DMSO were added dropwise to a suspension of 0.21 g (7 mmol) of 80 percent sodium hydride in 15 ml of DMSO, and the mixture was stirred at RT for 30 min. 8.2 g (29 mmol) of 6-benzyloxy-2,2-dimethyl-3,4-epoxychroman, dissolved in 18 ml of DMSO were then added dropwise, and the batch was heated at 50° C. for 2 days. The mixture was subsequently poured into water and the precipitate was filtered off with suction and dried well under reduced ...